Dataset: the Open Reaction Database (ORD), a public repository of structured organic reaction records. Task: describe an organic reaction: reactants, conditions, products, and yield Starting materials: CCc1ccc(-c2sc(C)nc2C(=O)O)cc1, Cc1nc2sccn2c1C(=O)NCC1NCC2CCCC21. Yields the product CCc1ccc(-c2sc(C)nc2C(=O)N2CC3CCCC3C2CNC(=O)c2c(C)nc3sccn23)cc1. As a reaction SMILES: [CH2:22]([CH3:23])[c:24]1[cH:25][cH:26][c:27](-[c:30]2[c:31]([C:36](=[O:37])[OH:38])[n:32][c:33]([CH3:35])[s:34]2)[cH:28][cH:29]1.[CH:1]12[CH:2]([CH2:9][NH:10][C:11](=[O:12])[c:13]3[c:14]([CH3:21])[n:15][c:16]4[s:17][cH:18][cH:19][n:20]34)[NH:3][CH2:4][CH:5]1[CH2:6][CH2:7][CH2:8]2>>[CH:1]12[CH:2]([CH2:9][NH:10][C:11](=[O:12])[c:13]3[c:14]([CH3:21])[n:15][c:16]4[s:17][cH:18][cH:19][n:20]34)[N:3]([C:36]([c:31]3[c:30](-[c:27]4[cH:26][cH:25][c:24]([CH2:22][CH3:23])[cH:29][cH:28]4)[s:34][c:33]([CH3:35])[n:32]3)=[O:37])[CH2:4][CH:5]1[CH2:6][CH2:7][CH2:8]2.